Dataset: the Open Reaction Database (ORD), a public repository of structured organic reaction records. Task: describe an organic reaction: reactants, conditions, products, and yield As a reaction SMILES: C[O:2][C:3]([CH:5]1[CH2:14][C:13]2[C:8](=[CH:9][CH:10]=[CH:11][CH:12]=2)[CH2:7][N:6]1[CH2:15][CH2:16][CH2:17][N:18]1[C:24]2[CH:25]=[CH:26][CH:27]=[CH:28][C:23]=2[CH2:22][CH2:21][C:20]2[CH:29]=[CH:30][CH:31]=[CH:32][C:19]1=2)=[O:4].C(O)C.[OH-].[Na+].[ClH:38]>O.O1CCCC1>[ClH:38].[CH:29]1[C:20]2[CH2:21][CH2:22][C:23]3[CH:28]=[CH:27][CH:26]=[CH:25][C:24]=3[N:18]([CH2:17][CH2:16][CH2:15][N:6]3[CH:5]([C:3]([OH:4])=[O:2])[CH2:14][C:13]4[C:8](=[CH:9][CH:10]=[CH:11][CH:12]=4)[CH2:7]3)[C:19]=2[CH:32]=[CH:31][CH:30]=1 |f:2.3,7.8|. Reactants: Cl (hydrochloric acid), COC(=O)C1N(CC2=CC=CC=C2C1)CCCN1C2=C(CCC3=C1C=CC=C3)C=CC=C2 (2-(3-(10,11-dihydro-5H-dibenz[b,f]azepin-5-yl)-1-propyl)-1,2,3,4-tetrahydro-3-isoquinolinecarboxylic acid methyl ester), C(C)O (ethanol), [OH-].[Na+] (sodium hydroxide). The solvent is O (Water), O1CCCC1 (tetrahydrofuran). Reaction conditions: time 22 hour. Reported procedure: A mixture of the above ester (0.80 g, 0.0019 mol), ethanol (5 ml), tetrahydrofuran (5 ml) and 4 N sodium hydroxide (4 ml) was stirred at room temperature for 22 h. Water (50 ml) and concentrated hydrochloric acid (2 ml) were added and the mixture was extracted with ethyl acetate (2×20 ml). The combined organic extracts were washed with brine (10 ml), dried (MgSO4) and concentrated in vacuo. This gave 0.8 g of a solid, which was triturated and washed with ethyl acetate (2×5 ml). Drying in vacuo, ... Yields the product Cl.C1=CC=CC=2N(C3=C(CCC21)C=CC=C3)CCCN3CC2=CC=CC=C2CC3C(=O)O (2-(3-(10,11-Dihydro-5H-dibenz[b,f]azepin-5-yl)-1-propyl)-1,2,3,4-tetrahydro-3-isoquinolinecarboxylic Acid Hydrochloride). Yield: 75.0%. Starting materials: ( ii ), anhydride, mono-9-octadeceneoate, imide, ( i ), NCCNCCNCCNCCN (tetraethylene pentamine), amine, amine, imide, imide, ( iii ), C(=CCCCCCC)C1C(=O)OC(C1)=O (n-octenyl succinic anhydride), C(=CCCCCCC)C1C(=O)NC(C1)=O (n-octenyl succinimide). Run in O (water), O (water), C(C)(C)O (isopropanol), O (water), O (water), O (water). Run at temperature 142 celsius. Product: C(=CCCCCCC)N1C(CCC1=O)=O (N-octenyl succinimide), NCCNCCNCCNCCN (tetraethylene pentamine). As a reaction SMILES: [CH:1](C1CC(=O)OC1=O)=[CH:2][CH2:3][CH2:4][CH2:5][CH2:6][CH2:7][CH3:8].C([CH:24]1[CH2:29][C:28](=[O:30])[NH:27][C:25]1=[O:26])=CCCCCCC.[NH2:31][CH2:32][CH2:33][NH:34][CH2:35][CH2:36][NH:37][CH2:38][CH2:39][NH:40][CH2:41][CH2:42][NH2:43]>O.C(O)(C)C>[CH:1]([N:27]1[C:28](=[O:30])[CH2:29][CH2:24][C:25]1=[O:26])=[CH:2][CH2:3][CH2:4][CH2:5][CH2:6][CH2:7][CH3:8].[NH2:43][CH2:42][CH2:41][NH:40][CH2:39][CH2:38][NH:37][CH2:36][CH2:35][NH:34][CH2:33][CH2:32][NH2:31]. Procedure details: N-octenyl succinimide of tetraethylene pentamine was prepared by placing one mole of the amine in a reaction flask fitted with an additional funnel containing one mole of n-octenyl succinic anhydride, a water collector, a stirring and heating means and a reflux condenser. While stirring the amine, the anhydride in the funnel was slowly added to the flask. Upon completion of the addition, the resulting reaction mixture was heated to about 142 degrees C. where water of reaction started to distill ... RXN SMILES: [C:1]([Cl:6])(=[O:5])[C:2](Cl)=[O:3].[F:7][C:8]([F:16])([F:15])[CH2:9]OCC(O)=O>ClCCl.CN(C)C=O>[F:7][C:8]([F:16])([F:15])[CH2:9][O:3][CH2:2][C:1]([Cl:6])=[O:5]. Run in ClCCl (dichloromethane), ClCCl (dichloromethane). The product is FC(COCC(=O)Cl)(F)F ((2,2,2-Trifluoroethoxy)ethanoyl Chloride). The reagents and catalysts are CN(C=O)C (N,N-dimethylformamide). Starting materials: C(C(=O)Cl)(=O)Cl (oxalyl chloride), FC(COCC(=O)O)(F)F ((2,2,2-trifluoroethoxy)ethanoic acid). Procedure: A solution of oxalyl chloride (20 mL, 0.23 mol, 1.15 eq) in dry dichloromethane (50 mL) was added dropwise at room temperature, with stirring, to a solution of (2,2,2-trifluoroethoxy)ethanoic acid (int. Patent Appl., Publication No. WO 87/07270, 31.6 g, 0.2 mol) and N,N-dimethylformamide (5 drops) in dry dichloromethane (400 mL). The mixture was stirred for an additional hour, then heated under reflux for 2 hours, cooled and the bulk of the solvent removed by distillation (bp 40-45° C./760 mm Hg... As a reaction SMILES: [CH3:1][C:2]1[CH:7]=[CH:6][CH:5]=[CH:4][C:3]=1[N:8]1[C:20]2[C:19]3[CH:18]=[CH:17][CH:16]=[C:15]([CH3:21])[C:14]=3[N:13]=[N:12][C:11]=2[CH2:10][CH2:9]1.ClCCl>C1(OC2C=CC=CC=2)C=CC=CC=1.C(Cl)(Cl)Cl.[Pd]>[CH3:1][C:2]1[CH:7]=[CH:6][CH:5]=[CH:4][C:3]=1[N:8]1[C:20]2[C:19]3[CH:18]=[CH:17][CH:16]=[C:15]([CH3:21])[C:14]=3[N:13]=[N:12][C:11]=2[CH:10]=[CH:9]1. Solvent: C(Cl)(Cl)Cl (chloroform), C1(=CC=CC=C1)OC1=CC=CC=C1 (diphenyl ether), C(Cl)(Cl)Cl (chloroform). Starting materials: ClCCl (dichloromethane), CC1=C(C=CC=C1)N1CCC=2N=NC=3C(=CC=CC3C21)C (1-(2-methylphenyl)-6-methyl-2,3-dihydropyrrolo [3,2-c]cinnoline). Procedure details: To a refluxing slurry of 10% Pd/C (0.4 g) in diphenyl ether (20 ml) was added 1-(2-methylphenyl)-6-methyl-2,3-dihydropyrrolo [3,2-c]cinnoline (1.25 g, 0.0045 mol). After 0.5 hour at reflux temperature the reaction mixture was cooled, diluted with chloroform and the catalyst was filtered off over hyflo. The product was isolated by column chromatography using dichloromethane (11) then chloroform. The oil obtained was crystallized from ethyl acetate, 0.42 g, m.p. 105-106°. Product: CC1=C(C=CC=C1)N1C=CC=2N=NC=3C(=CC=CC3C21)C (1-(2-Methylphenyl)-6-methylpyrrolo[3,2-c]cinnoline). The reagents and catalysts are [Pd] (Pd/C). Starting materials: C(C)(C)(C)OC(N(CCCl)CCCl)=O (bis(2-chloroethyl)-carbamic acid tert-butyl ester), FC1=C(C=CC(=C1)F)CC#N (2,4-difluorophenyl acetonitrile), [H-].[Na+] (NaH). Solvent: CN(C)C=O (DMF). Conditions: time 10 minute. Product: C(C)(C)(C)OC(=O)N1CCC(CC1)(C1=C(C=C(C=C1)F)F)C#N (4-Cyano-4-(2,4-difluorophenyl)-piperidine-1-carboxylic acid tert-butyl ester). Isolated yield 58.8%. As a reaction SMILES: [C:1]([O:5][C:6](=[O:14])[N:7]([CH2:11][CH2:12]Cl)[CH2:8][CH2:9]Cl)([CH3:4])([CH3:3])[CH3:2].[F:15][C:16]1[CH:21]=[C:20]([F:22])[CH:19]=[CH:18][C:17]=1[CH2:23][C:24]#[N:25].[H-].[Na+]>CN(C=O)C>[C:1]([O:5][C:6]([N:7]1[CH2:11][CH2:12][C:23]([C:24]#[N:25])([C:17]2[CH:18]=[CH:19][C:20]([F:22])=[CH:21][C:16]=2[F:15])[CH2:9][CH2:8]1)=[O:14])([CH3:4])([CH3:3])[CH3:2] |f:2.3|. Procedure details: To bis(2-chloroethyl)-carbamic acid tert-butyl ester (1.0 g, 3.8 mmol) and 2,4-difluorophenyl acetonitrile (0.581 g, 3.8 mmol) in DMF (35 ml), NaH (95%) (0.258 g, 9.68 mmol) was added in one batch at 0° C. The solution was stirred for 10 minutes at room temperature. When foaming subsided, the solution was heated at 60° C. for 24 hours. It was then quenched with water at 0° C. and concentrated. The residue was extracted with ethyl acetate (25 mL) and washed three times with water (15 mL). The org...